From a dataset of the Open Reaction Database (ORD), a public repository of structured organic reaction records. describe an organic reaction: reactants, conditions, products, and yield Reactants: NC1=CC(=NN1)CCC=1C=C(C(=O)NC)C=CC1 (3-(2-(5-amino-1H-pyrazol-3-yl)ethyl)-N-methylbenzamide), CN1CCN(CC1)C1=CC=C(C(=O)OC)C=C1 (methyl 4-(4-methylpiperazin-1-yl)benzoate), Cl (HCl), solution, C[Al](C)C (trimethylaluminium). The solvent is C1(=CC=CC=C1)C (toluene), CO (methanol), C1(=CC=CC=C1)C (toluene). Run at temperature 60 celsius, time 18 hour. Yields the product CNC(=O)C=1C=C(C=CC1)CCC=1C=C(NN1)NC(C1=CC=C(C=C1)N1CCN(CC1)C)=O (N-[5-[2-[3-(methylcarbamoyl)phenyl]ethyl]-2H-pyrazol-3-yl]-4-(4-methylpiperazin-1-yl)benzamide). Yield: 32.5%. RXN SMILES: C[Al](C)C.[NH2:5][C:6]1[NH:10][N:9]=[C:8]([CH2:11][CH2:12][C:13]2[CH:14]=[C:15]([CH:20]=[CH:21][CH:22]=2)[C:16]([NH:18][CH3:19])=[O:17])[CH:7]=1.[CH3:23][N:24]1[CH2:29][CH2:28][N:27]([C:30]2[CH:39]=[CH:38][C:33]([C:34](OC)=[O:35])=[CH:32][CH:31]=2)[CH2:26][CH2:25]1.Cl>C1(C)C=CC=CC=1.CO>[CH3:19][NH:18][C:16]([C:15]1[CH:14]=[C:13]([CH2:12][CH2:11][C:8]2[CH:7]=[C:6]([NH:5][C:34](=[O:35])[C:33]3[CH:32]=[CH:31][C:30]([N:27]4[CH2:26][CH2:25][N:24]([CH3:23])[CH2:29][CH2:28]4)=[CH:39][CH:38]=3)[NH:10][N:9]=2)[CH:22]=[CH:21][CH:20]=1)=[O:17]. Procedure: A 2M solution of trimethylaluminium (0.936 mL, 1.87 mmol) in toluene, was added drop-wise to a stirred suspension of 3-(2-(5-amino-1H-pyrazol-3-yl)ethyl)-N-methylbenzamide (0.183 g, 0.75 mmol) and methyl 4-(4-methylpiperazin-1-yl)benzoate (0.176 g, 0.75 mmol) in toluene (5 mL) at room temperature. The solution was then stirred at 60° C. for 18 h. The reaction mixture was cooled, poured into methanol (5 ml) and acidified with 2N HCl (15 ml). The crude product was purified by ion exchange chromato... The reactants are C(CCCCCCCCCCC)(=O)NCC(=O)O (N-lauroylglycine), OO (hydrogen peroxide). Solvent: CS(=O)(=O)O (methanesulfonic acid), CS(=O)(=O)O (methanesulfonic acid). Yields the product C(CCCCCCCCCCC)(=O)NCC(=O)O (N-lauroylglycine), OO (hydrogen peroxide), C(CCCCCCCCCCC)(=O)NCC(=O)OO (N-lauroylaminoperoxyacetic acid). RXN SMILES: [C:1]([NH:14][CH2:15][C:16]([OH:18])=[O:17])(=[O:13])[CH2:2][CH2:3][CH2:4][CH2:5][CH2:6][CH2:7][CH2:8][CH2:9][CH2:10][CH2:11][CH3:12].[OH:19][OH:20]>CS(O)(=O)=O>[C:1]([NH:14][CH2:15][C:16]([OH:18])=[O:17])(=[O:13])[CH2:2][CH2:3][CH2:4][CH2:5][CH2:6][CH2:7][CH2:8][CH2:9][CH2:10][CH2:11][CH3:12].[OH:19][OH:20].[C:1]([NH:14][CH2:15][C:16]([O:18][OH:19])=[O:17])(=[O:13])[CH2:2][CH2:3][CH2:4][CH2:5][CH2:6][CH2:7][CH2:8][CH2:9][CH2:10][CH2:11][CH3:12]. Reported procedure: N-Lauroylaminoperoxyacetic acid was prepared by reaction of N-lauroylglycine with hydrogen peroxide in methanesulfonic acid according to the procedure described in Example II. From 50.0 g (0.195 mol) of N-lauroylglycine and 33.1 g (0.973 mol) of hydrogen peroxide in 100 mL methanesulfonic acid was obtained 38.0 g of N-lauroylaminoperoxyacetic acid having an AvO of 3.03% (theoretical yield=53.2 g having an AvO of 5.86%). Starting materials: [BH4-].[Na+] (Sodium borohydride), FC(C=1C=C(C=C(C1)C(F)(F)F)C(C1=CC(=C(C=C1)[N+](=O)[O-])C)=O)(F)F (3′,5′-bis-trifluoromethyl-3-methyl-4-nitrobenzophenone). The solvent is CO (methanol), C(C)(=O)OCC (ethyl acetate). Conditions: time 1 hour. Yields the product FC(C=1C=C(C=C(C1)C(F)(F)F)C(O)C1=CC(=C(C=C1)[N+](=O)[O-])C)(F)F ((3,5-bis-trifluoromethylphenyl)(3-methyl-4-nitrophenyl)methanol). Isolated yield 72.3%. RXN SMILES: [BH4-].[Na+].[F:3][C:4]([F:28])([F:27])[C:5]1[CH:6]=[C:7]([C:15](=[O:26])[C:16]2[CH:21]=[CH:20][C:19]([N+:22]([O-:24])=[O:23])=[C:18]([CH3:25])[CH:17]=2)[CH:8]=[C:9]([C:11]([F:14])([F:13])[F:12])[CH:10]=1>CO.C(OCC)(=O)C>[F:3][C:4]([F:27])([F:28])[C:5]1[CH:6]=[C:7]([CH:15]([C:16]2[CH:21]=[CH:20][C:19]([N+:22]([O-:24])=[O:23])=[C:18]([CH3:25])[CH:17]=2)[OH:26])[CH:8]=[C:9]([C:11]([F:13])([F:12])[F:14])[CH:10]=1 |f:0.1|. Procedure details: Sodium borohydride (0.12 g) was added to a solution of 3′,5′-bis-trifluoromethyl-3-methyl-4-nitrobenzophenone (2.2 g) in methanol (10 ml) in an ice bath. After stirring at room temperature for 1 hour, and diluting with ethyl acetate, it was washed with water and a saturated salt solution. After drying over anhydrous magnesium sulfate, the solvent was distilled off and the residue was purified by silica gel column chromatography to obtain (3,5-bis-trifluoromethylphenyl)(3-methyl-4-nitrophenyl)met... Starting materials: OC1=CC=C(C=O)C=C1 (4-Hydroxybenzaldehyde), FCCCl (1-fluoro-2-chloroethane), C([O-])([O-])=O.[K+].[K+] (potassium carbonate), CN(C=O)C (dimethylformamide). Solvent: O (water). The product is FCCOC1=CC=C(C=O)C=C1 (4-(2-fluoroethoxy)benzaldehyde). The yield is 99.4%. RXN SMILES: [OH:1][C:2]1[CH:9]=[CH:8][C:5]([CH:6]=[O:7])=[CH:4][CH:3]=1.[F:10][CH2:11][CH2:12]Cl.C(=O)([O-])[O-].[K+].[K+].CN(C)C=O>O>[F:10][CH2:11][CH2:12][O:1][C:2]1[CH:9]=[CH:8][C:5]([CH:6]=[O:7])=[CH:4][CH:3]=1 |f:2.3.4|. Procedure: 4-Hydroxybenzaldehyde (26.0 g), 20.7 g of 1-fluoro-2-chloroethane and 42.4 g of anhydrous potassium carbonate were added to 100 ml of dimethylformamide, and reacted at 130° C. for 5 hours. After the reaction, the reaction mixture was cooled to room temperature, poured into water, and then extracted with toluene. The toluene layer was washed with water, and dried over anhydrous sodium sulfate. Toluene was evaporated under reduced pressure to give 35.6 g of crude 4-(2-fluoroethoxy)benzaldehyde. Starting materials: N#Cc1cccc(CBr)c1, CNCCO, ClCCl. Product: CN(CCO)Cc1cccc(C#N)c1. Reaction SMILES: [Br:6][CH2:7][c:8]1[cH:9][c:10]([C:11]#[N:12])[cH:13][cH:14][cH:15]1.[CH3:1][NH:2][CH2:3][CH2:4][OH:5].[Cl:16][CH2:17][Cl:18]>>[CH3:1][N:2]([CH2:3][CH2:4][OH:5])[CH2:7][c:8]1[cH:9][c:10]([C:11]#[N:12])[cH:13][cH:14][cH:15]1. The reactants are CC(=O)c1nn(C)c(-c2ccc(C(C)(C)C)cc2)c1O, CN(C)C=O, COC(=O)c1ccc(C(=O)NN)s1. The product is COC(=O)c1ccc(C(=O)NN=C(C)c2nn(C)c(-c3ccc(C(C)(C)C)cc3)c2O)s1. As a reaction SMILES: [C:1]([CH3:2])([CH3:3])([CH3:4])[c:5]1[cH:6][cH:7][c:8](-[c:11]2[c:12]([OH:20])[c:13]([C:17]([CH3:18])=[O:19])[n:14][n:15]2[CH3:16])[cH:9][cH:10]1.[CH3:34][N:35]([CH3:36])[CH:37]=[O:38].[NH:21]([NH2:22])[C:23](=[O:24])[c:25]1[cH:26][cH:27][c:28]([C:30](=[O:31])[O:32][CH3:33])[s:29]1>>[C:1]([CH3:2])([CH3:3])([CH3:4])[c:5]1[cH:6][cH:7][c:8](-[c:11]2[c:12]([OH:20])[c:13]([C:17]([CH3:18])=[N:22][NH:21][C:23](=[O:24])[c:25]3[cH:26][cH:27][c:28]([C:30](=[O:31])[O:32][CH3:33])[s:29]3)[n:14][n:15]2[CH3:16])[cH:9][cH:10]1.